Dataset: the Open Reaction Database (ORD), a public repository of structured organic reaction records. Task: describe an organic reaction: reactants, conditions, products, and yield The reactants are C1CCOC1, COC(=O)C(NS(=O)(=O)c1ccc(-c2ccc(COc3cc(C(F)(F)F)nc4c(C(F)(F)F)cccc34)cc2)cc1)C(C)C, CO, [Na+], [OH-]. The product is CC(C)C(NS(=O)(=O)c1ccc(-c2ccc(COc3cc(C(F)(F)F)nc4c(C(F)(F)F)cccc34)cc2)cc1)C(=O)O. As a reaction SMILES: [CH2:49]1[O:50][CH2:51][CH2:52][CH2:53]1.[CH3:1][O:2][C:3]([CH:4]([CH:5]([CH3:6])[CH3:7])[NH:8][S:9](=[O:10])(=[O:11])[c:12]1[cH:13][cH:14][c:15](-[c:18]2[cH:19][cH:20][c:21]([CH2:24][O:25][c:26]3[cH:27][c:28]([C:40]([F:41])([F:42])[F:43])[n:29][c:30]4[c:31]([C:36]([F:37])([F:38])[F:39])[cH:32][cH:33][cH:34][c:35]34)[cH:22][cH:23]2)[cH:16][cH:17]1)=[O:44].[CH3:45][OH:46].[Na+:48].[OH-:47]>>[O:2]=[C:3]([CH:4]([CH:5]([CH3:6])[CH3:7])[NH:8][S:9](=[O:10])(=[O:11])[c:12]1[cH:13][cH:14][c:15](-[c:18]2[cH:19][cH:20][c:21]([CH2:24][O:25][c:26]3[cH:27][c:28]([C:40]([F:41])([F:42])[F:43])[n:29][c:30]4[c:31]([C:36]([F:37])([F:38])[F:39])[cH:32][cH:33][cH:34][c:35]34)[cH:22][cH:23]2)[cH:16][cH:17]1)[OH:44]. The reactants are C(C1=CC=CC=C1)OC1=C2C(=CNC2=CC=C1F)CCO (2-(4-(Benzyloxy)-5-fluoro-1H-indol-3-yl)ethanol), FC=1C=C(C(=C2C(=CNC12)CC(=O)OC)OC)C1=CC=CC=C1 (Methyl 2-(7-fluoro-4-methoxy-5-phenyl-1H-indol-3-yl)acetate). Yields the product FC=1C=C(C(=C2C(=CNC12)CCO)OC)C1=CC=CC=C1 (2-(7-Fluoro-4-methoxy-5-phenyl-1H-indol-3-yl)ethanol). Isolated yield 69.0%. RXN SMILES: C(OC1C(F)=CC=C2C=1C(CCO)=CN2)C1C=CC=CC=1.[F:22][C:23]1[CH:24]=[C:25]([C:39]2[CH:44]=[CH:43][CH:42]=[CH:41][CH:40]=2)[C:26]([O:37][CH3:38])=[C:27]2[C:31]=1[NH:30][CH:29]=[C:28]2[CH2:32][C:33](OC)=[O:34]>>[F:22][C:23]1[CH:24]=[C:25]([C:39]2[CH:44]=[CH:43][CH:42]=[CH:41][CH:40]=2)[C:26]([O:37][CH3:38])=[C:27]2[C:31]=1[NH:30][CH:29]=[C:28]2[CH2:32][CH2:33][OH:34]. Procedure: Following the procedure (step 2, scheme 17) used to prepare compound 17-3, compound 22-2 gave compound 22-3 in 69% yield as a white solid. 1H NMR (CDCl3) δ ppm: 8.21 (bs, 1H), 7.58-7.62 (m, 2H), 7.39-7.45 (m, 2H), 7.30-7.35 (m, 1H), 7.08 (d, J=2.5 Hz, 1H), 6.91 (d, J=11.3 Hz, 1H), 3.95 (q, J=6.0 Hz, 2H), 3.45 (s, 3H), 3.13 (t, J=6.0 Hz, 2H), 2.14 (t, J=5.5 Hz, 1H). The reactants are C(C)(C)(C)NNC(C1=C(C=CC=C1)CO)=O (N'-t-butyl-N-(2-hydroxymethylbenzoyl)-hydrazine), C(C1=CC=CC=C1)(=O)Cl (benzoyl chloride). Run in [OH-].[Na+] (NaOH). Run at time 1.5 hour. Product: C(C)(C)(C)N(NC(C1=C(C=CC=C1)CO)=O)C(C1=CC=CC=C1)=O (N'-t-butyl-N-(2-hydroxymethylbenzoyl)-N'-benzoylhydrazine). Isolated yield 58.4%. As a reaction SMILES: [C:1]([NH:5][NH:6][C:7](=[O:16])[C:8]1[CH:13]=[CH:12][CH:11]=[CH:10][C:9]=1[CH2:14][OH:15])([CH3:4])([CH3:3])[CH3:2].[C:17](Cl)(=[O:24])[C:18]1[CH:23]=[CH:22][CH:21]=[CH:20][CH:19]=1>[OH-].[Na+]>[C:1]([N:5]([C:17](=[O:24])[C:18]1[CH:23]=[CH:22][CH:21]=[CH:20][CH:19]=1)[NH:6][C:7](=[O:16])[C:8]1[CH:13]=[CH:12][CH:11]=[CH:10][C:9]=1[CH2:14][OH:15])([CH3:4])([CH3:2])[CH3:3] |f:2.3|. Procedure: 0.7 g of N'-t-butyl-N-(2-hydroxymethylbenzoyl)-hydrazine and 1.1 g benzoyl chloride are combined in 10 ml of 5% NaOH and stirred at room temperature for 1.5 hours. The solids are filtered off, washed with water, then ether, to afford 0.6 g of white solid N'-t-butyl-N-(2-(benzoyloxymethyl)benzoyl)-N'-benzoylhydrazine. m.p. 190°-191° C.